From a dataset of the Open Reaction Database (ORD), a public repository of structured organic reaction records. describe an organic reaction: reactants, conditions, products, and yield The reactants are NC1=NC=CC(=N1)N1N=C(C2=CC=C(C=C12)Br)C(=O)O (1-(2-aminopyrimidin-4-yl)-6-bromoindazole-3-carboxylic acid), S(=O)(Cl)Cl (thionyl chloride), CCN(C(C)C)C(C)C (DIPEA), Cl.N1CC(C1)O (azetidin-3-ol hydrochloride). Run in C(Cl)Cl (DCM), CN(C)C=O (DMF). Run at temperature 40 celsius, time 8 hour. The product is NC1=NC=CC(=N1)N1N=C(C2=CC=C(C=C12)Br)C(=O)N1CC(C1)O (1-{[1-(2-aminopyrimidin-4-yl)-6-bromoindazol-3-yl]carbonyl}azetidin-3-ol). Isolated yield 49.1%. As a reaction SMILES: [NH2:1][C:2]1[N:7]=[C:6]([N:8]2[C:16]3[C:11](=[CH:12][CH:13]=[C:14]([Br:17])[CH:15]=3)[C:10]([C:18]([OH:20])=O)=[N:9]2)[CH:5]=[CH:4][N:3]=1.S(Cl)(Cl)=O.Cl.[NH:26]1[CH2:29][CH:28]([OH:30])[CH2:27]1.CCN(C(C)C)C(C)C>C(Cl)Cl.CN(C=O)C>[NH2:1][C:2]1[N:7]=[C:6]([N:8]2[C:16]3[C:11](=[CH:12][CH:13]=[C:14]([Br:17])[CH:15]=3)[C:10]([C:18]([N:26]3[CH2:29][CH:28]([OH:30])[CH2:27]3)=[O:20])=[N:9]2)[CH:5]=[CH:4][N:3]=1 |f:2.3|. Procedure: To a solution of 1-(2-aminopyrimidin-4-yl)-6-bromoindazole-3-carboxylic acid (0.38 g, 1.12 mmol)) in DCM (5 mL), was added thionyl chloride (0.49 ml, 6.74 mmol) followed by a drop of DMF. The mixture was stirred at 40° C. overnight. The reaction mixture was concentrated in vacuo and DCM added and the concentration repeated (×2). The acid chloride intermediate was suspended in DCM (10 ml), azetidin-3-ol hydrochloride (491.82 mg, 4.49 mmol) followed by DIPEA (0.86 ml, 4.94 mmol). The reaction was ... Starting materials: BrB(Br)Br, O=C1CN(c2ccc(C#CCC3CCCS3(=O)=O)cc2OCc2ccccc2)S(=O)(=O)N1, ClCCl. Yields the product O=C1CN(c2ccc(C#CCC3CCCS3(=O)=O)cc2O)S(=O)(=O)N1. As a reaction SMILES: [B:33]([Br:34])([Br:35])[Br:36].[CH2:1]([c:2]1[cH:3][cH:4][cH:5][cH:6][cH:7]1)[O:8][c:9]1[c:10]([N:25]2[CH2:26][C:27](=[O:32])[NH:28][S:29]2(=[O:30])=[O:31])[cH:11][cH:12][c:13]([C:15]#[C:16][CH2:17][CH:18]2[S:19](=[O:23])(=[O:24])[CH2:20][CH2:21][CH2:22]2)[cH:14]1.[CH2:37]([Cl:38])[Cl:39]>>[OH:8][c:9]1[c:10]([N:25]2[CH2:26][C:27](=[O:32])[NH:28][S:29]2(=[O:30])=[O:31])[cH:11][cH:12][c:13]([C:15]#[C:16][CH2:17][CH:18]2[S:19](=[O:23])(=[O:24])[CH2:20][CH2:21][CH2:22]2)[cH:14]1.